This data is from the Open Reaction Database (ORD), a public repository of structured organic reaction records. The task is: describe an organic reaction: reactants, conditions, products, and yield The reactants are CC(C)n1ncnc1-c1cn2c(n1)-c1ccc(Br)cc1OCC2, CS(C)=O, OCc1ccccc1B(O)O. The product is CC(C)n1ncnc1-c1cn2c(n1)-c1ccc(-c3ccccc3CO)cc1OCC2. RXN SMILES: [Br:1][c:2]1[cH:3][c:4]2[c:5]([cH:22][cH:23]1)-[c:6]1[n:7]([cH:11][c:12](-[c:14]3[n:15][cH:16][n:17][n:18]3[CH:19]([CH3:20])[CH3:21])[n:13]1)[CH2:8][CH2:9][O:10]2.[CH3:35][S:36]([CH3:37])=[O:38].[OH:24][CH2:25][c:26]1[c:27]([B:32]([OH:33])[OH:34])[cH:28][cH:29][cH:30][cH:31]1>>[c:2]1(-[c:27]2[c:26]([CH2:25][OH:24])[cH:31][cH:30][cH:29][cH:28]2)[cH:3][c:4]2[c:5]([cH:22][cH:23]1)-[c:6]1[n:7]([cH:11][c:12](-[c:14]3[n:15][cH:16][n:17][n:18]3[CH:19]([CH3:20])[CH3:21])[n:13]1)[CH2:8][CH2:9][O:10]2. Reactants: O=C(n1ccnc1)n1ccnc1, O=C(O)Cn1c(-c2ccc(Cl)cc2)nc2cccnc21, C1CCOC1, C1CSCN1. Yields the product O=C(Cn1c(-c2ccc(Cl)cc2)nc2cccnc21)N1CCSC1. Reaction SMILES: [C:21]([n:22]1[cH:23][cH:24][n:25][cH:26]1)([n:27]1[cH:28][cH:29][n:30][cH:31]1)=[O:32].[Cl:1][c:2]1[cH:3][cH:4][c:5](-[c:8]2[n:9][c:10]3[c:11]([n:12][cH:13][cH:14][cH:15]3)[n:16]2[CH2:17][C:18](=[O:19])[OH:20])[cH:6][cH:7]1.[O:38]1[CH2:39][CH2:40][CH2:41][CH2:42]1.[S:33]1[CH2:34][NH:35][CH2:36][CH2:37]1>>[Cl:1][c:2]1[cH:3][cH:4][c:5](-[c:8]2[n:9][c:10]3[c:11]([n:12][cH:13][cH:14][cH:15]3)[n:16]2[CH2:17][C:18](=[O:20])[N:35]2[CH2:34][S:33][CH2:37][CH2:36]2)[cH:6][cH:7]1. The reactants are O=C([O-])O, CC(C)(N)c1cc(Cl)cc(Cl)c1, [Na+]. Yields the product C=NC(C)(C)c1cc(Cl)cc(Cl)c1. Reaction SMILES: [C:13](=[O:14])([O-:15])[OH:16].[CH3:1][C:2]([CH3:3])([c:4]1[cH:5][c:6]([Cl:11])[cH:7][c:8]([Cl:10])[cH:9]1)[NH2:12].[Na+:17]>>[CH3:1][C:2]([CH3:3])([c:4]1[cH:5][c:6]([Cl:11])[cH:7][c:8]([Cl:10])[cH:9]1)[N:12]=[CH2:13]. Reactants: CS(C)=O, CN(C)CCCl, Cl, [K+], [OH-], O, ON=C(c1ccccc1)c1ccccc1. Product: CN(C)CCON=C(c1ccccc1)c1ccccc1. As a reaction SMILES: [CH3:25][S:26]([CH3:27])=[O:28].[Cl:17][CH2:18][CH2:19][N:20]([CH3:21])[CH3:22].[ClH:16].[K+:24].[OH-:23].[OH2:29].[c:1]1([C:7](=[N:8][OH:9])[c:10]2[cH:11][cH:12][cH:13][cH:14][cH:15]2)[cH:2][cH:3][cH:4][cH:5][cH:6]1>>[c:1]1([C:7](=[N:8][O:9][CH2:18][CH2:19][N:20]([CH3:21])[CH3:22])[c:10]2[cH:11][cH:12][cH:13][cH:14][cH:15]2)[cH:2][cH:3][cH:4][cH:5][cH:6]1. Product: CCOC(=O)c1sc(-n2cnc3cc(OC)c(OC)cc32)nc1-c1ccccc1. Reactants: CCOC(=O)c1sc(Cl)nc1-c1ccccc1, COc1cc2nc[nH]c2cc1OC, CN1CCCC1=O, [H-], [Na+], O. RXN SMILES: [CH2:16]([CH3:17])[O:18][C:19](=[O:20])[c:21]1[c:22](-[c:27]2[cH:28][cH:29][cH:30][cH:31][cH:32]2)[n:23][c:24]([Cl:26])[s:25]1.[CH3:1][O:2][c:3]1[cH:4][c:5]2[c:6]([n:7][cH:8][nH:9]2)[cH:10][c:11]1[O:12][CH3:13].[CH3:34][N:35]1[CH2:36][CH2:37][CH2:38][C:39]1=[O:40].[H-:15].[Na+:14].[OH2:33]>>[CH3:1][O:2][c:3]1[cH:4][c:5]2[c:6]([n:7][cH:8][n:9]2-[c:24]2[n:23][c:22](-[c:27]3[cH:28][cH:29][cH:30][cH:31][cH:32]3)[c:21]([C:19]([O:18][CH2:16][CH3:17])=[O:20])[s:25]2)[cH:10][c:11]1[O:12][CH3:13]. Reactants: BrC1=CC=C(C=C1)C1=NC=2C(=NC=CC2)N1CC(=O)NCCN(C)C (2-(4-Bromophenyl)-N-[2-(dimethylamino)ethyl]-3H-imidazo[4,5-b]pyridine-3-acetamide), Cl (hydrochloric acid). Solvent: C(C)(C)O (isopropyl alcohol). Product: O.Cl.BrC1=CC=C(C=C1)C1=NC=2C(=NC=CC2)N1CC(=O)NCCN(C)C (2-(4-Bromophenyl)-N-[2-(dimethylamino)ethyl]-3H-imidazo[4,5-b]pyridine-3-acetamide hydrochloride hydrate). Yield: 70.0%. Reaction SMILES: [Br:1][C:2]1[CH:7]=[CH:6][C:5]([C:8]2[N:16]([CH2:17][C:18]([NH:20][CH2:21][CH2:22][N:23]([CH3:25])[CH3:24])=[O:19])[C:11]3=[N:12][CH:13]=[CH:14][CH:15]=[C:10]3[N:9]=2)=[CH:4][CH:3]=1.[ClH:26]>C(O)(C)C>[OH2:19].[ClH:26].[Br:1][C:2]1[CH:7]=[CH:6][C:5]([C:8]2[N:16]([CH2:17][C:18]([NH:20][CH2:21][CH2:22][N:23]([CH3:25])[CH3:24])=[O:19])[C:11]3=[N:12][CH:13]=[CH:14][CH:15]=[C:10]3[N:9]=2)=[CH:4][CH:3]=1 |f:3.4.5|. Procedure details: 2-(4-Bromophenyl)-N-[2-(dimethylamino)ethyl]-3H-imidazo[4,5-b]pyridine-3-acetamide (2.25 g, 0.0056 mole) was treated with concentrated hydrochloric acid and isopropyl alcohol to give 2.4 g (70%) of white solid, mp 160.5°-162° C.